This data is from the Open Reaction Database (ORD), a public repository of structured organic reaction records. The task is: describe an organic reaction: reactants, conditions, products, and yield The reactants are [BH4-], CC(CC(F)(F)F)C(=O)N1C(=O)OCC1Cc1ccccc1, CCOCC, [Li+], O. Yields the product CC(CO)CC(F)(F)F. RXN SMILES: [BH4-:1].[CH2:3]([CH:4]1[CH2:5][O:6][C:7](=[O:8])[N:9]1[C:16]([CH:17]([CH2:18][C:19]([F:20])([F:21])[F:22])[CH3:23])=[O:24])[c:10]1[cH:11][cH:12][cH:13][cH:14][cH:15]1.[CH3:26][CH2:27][O:28][CH2:29][CH3:30].[Li+:2].[OH2:25]>>[CH2:16]([CH:17]([CH2:18][C:19]([F:20])([F:21])[F:22])[CH3:23])[OH:24]. Reactants: Cl.ClC1=NC=CC=C1C=1C(NC(NC1)=O)=O (5-(2-chloro-pyridin-3-yl)-1H-pyrimidine-2,4-dione hydrochloride salt), C(=O)([O-])[O-].[K+].[K+] (K2CO3), BrCCC(OC)OC (3-bromo-1,1dimethoxy-propane). Run in CN(C)C=O (DMF). The product is ClC1=NC=CC=C1C=1C(NC(N(C1)CCC(OC)OC)=O)=O (5-(2-Chloro-pyridin-3-yl)-1-(3,3-dimethoxy-propyl)-1H-pyrimidine-2,4-dione). Yield: 39.6%. RXN SMILES: Cl.[Cl:2][C:3]1[C:8]([C:9]2[C:10](=[O:16])[NH:11][C:12](=[O:15])[NH:13][CH:14]=2)=[CH:7][CH:6]=[CH:5][N:4]=1.C([O-])([O-])=O.[K+].[K+].Br[CH2:24][CH2:25][CH:26]([O:29][CH3:30])[O:27][CH3:28]>CN(C=O)C>[Cl:2][C:3]1[C:8]([C:9]2[C:10](=[O:16])[NH:11][C:12](=[O:15])[N:13]([CH2:24][CH2:25][CH:26]([O:29][CH3:30])[O:27][CH3:28])[CH:14]=2)=[CH:7][CH:6]=[CH:5][N:4]=1 |f:0.1,2.3.4|. Procedure: To a suspension of 5-(2-chloro-pyridin-3-yl)-1H-pyrimidine-2,4-dione hydrochloride salt (Prep95, 803 mg, 3.10 mmol) and K2CO3 (428 mg, 3.10 mmol) in DMF (15 ml), 90% 3-bromo-1,1dimethoxy-propane (516 μl, 3.41 mmol) was added in three portions over 5 days. The mixture was contemporarily stirred at room temperature. Solvent was then removed in vacuum at 40° C. The residue washed with petroleum ether and then with ethyl acetate. Ethyl acetate phase was dried (Na2SO4), filtered and evaporated. The c... Reactants: ClC1=CC=C2C=CC(=NC2=C1)C=1OC2=C(C1)C=C(C=C2)C(SCCCC(=O)OC)SCCC(N(C)C)=O (7-chloro-2-[5-{[2-(dimethylcarbamoyl)ethylthio](3-methoxycarbonylpropylthio)methyl}-benzofuran-2-yl]quinoline). The solvent is CO (methanol), [OH-].[Li+] (lithium hydroxide), O (water). Reaction conditions: time 15 hour. Product: ClC1=CC=C2C=CC(=NC2=C1)C=1OC2=C(C1)C=C(C=C2)C(SCCC(N(C)C)=O)SCCCC(=O)O (7-chloro-2-[5-{(3-carboxypropylthio)[2-(dimethylcarbamoyl)ethylthio]methyl}benzofuran-2-yl]quinoline). Yield: 73.3%. As a reaction SMILES: [Cl:1][C:2]1[CH:11]=[C:10]2[C:5]([CH:6]=[CH:7][C:8]([C:12]3[O:13][C:14]4[CH:20]=[CH:19][C:18]([CH:21]([S:30][CH2:31][CH2:32][C:33](=[O:37])[N:34]([CH3:36])[CH3:35])[S:22][CH2:23][CH2:24][CH2:25][C:26]([O:28]C)=[O:27])=[CH:17][C:15]=4[CH:16]=3)=[N:9]2)=[CH:4][CH:3]=1>CO.[OH-].[Li+].O>[Cl:1][C:2]1[CH:11]=[C:10]2[C:5]([CH:6]=[CH:7][C:8]([C:12]3[O:13][C:14]4[CH:20]=[CH:19][C:18]([CH:21]([S:22][CH2:23][CH2:24][CH2:25][C:26]([OH:28])=[O:27])[S:30][CH2:31][CH2:32][C:33](=[O:37])[N:34]([CH3:36])[CH3:35])=[CH:17][C:15]=4[CH:16]=3)=[N:9]2)=[CH:4][CH:3]=1 |f:2.3|. Procedure: To a solution of 7-chloro-2-[5-{[2-(dimethylcarbamoyl)ethylthio](3-methoxycarbonylpropylthio)methyl}-benzofuran-2-yl]quinoline (0.49 g) in methanol (5 ml), 1N aqueous lithium hydroxide (1.32 ml) was added at ambient temperature under nitrogen atmosphere. After being stirred for 15 hours at ambient temperature, the resulting mixture was concentrated under reduced pressure to give a syrup. The syrup was dissolved in water, washed with diethyl ether, adjusted to pH 4 with diluted aqueous hydrochlor... The reactants are C(C)Br (ethyl bromide), Cl (hydrochloric acid), 1,3-dimethylpropyleneurea, C[Si](C)(C)[N-][Si](C)(C)C.[Li+] (lithium bis(trimethylsilyl)amide), C=C1COC2=C(C(C1)S(=O)(=O)C1=CC=CC=C1)C=C(C=C2)C(=O)OC (methyl 3-methylene-5-(phenylsulfonyl)-2,3,4,5-tetrahydro-1-benzoxepin-7-carboxylate). Run in O1CCCC1 (tetrahydrofuran), ClCCl (dichloromethane), O (water), O1CCCC1 (tetrahydrofuran). Reaction conditions: time 15 minute. Yields the product C(C)C1(CC(COC2=C1C=C(C=C2)C(=O)OC)=C)S(=O)(=O)C2=CC=CC=C2 (methyl 5-ethyl-3-methylene-5-(phenylsulfonyl)-2,3,4,5-tetrahydro-1-benzoxepin-7-carboxylate). Isolated yield 58.0%. Reaction SMILES: C[Si]([N-][Si](C)(C)C)(C)C.[Li+].[CH2:11]=[C:12]1[CH2:18][CH:17]([S:19]([C:22]2[CH:27]=[CH:26][CH:25]=[CH:24][CH:23]=2)(=[O:21])=[O:20])[C:16]2[CH:28]=[C:29]([C:32]([O:34][CH3:35])=[O:33])[CH:30]=[CH:31][C:15]=2[O:14][CH2:13]1.[CH2:36](Br)[CH3:37].Cl>O1CCCC1.ClCCl.O>[CH2:36]([C:17]1([S:19]([C:22]2[CH:27]=[CH:26][CH:25]=[CH:24][CH:23]=2)(=[O:21])=[O:20])[C:16]2[CH:28]=[C:29]([C:32]([O:34][CH3:35])=[O:33])[CH:30]=[CH:31][C:15]=2[O:14][CH2:13][C:12](=[CH2:11])[CH2:18]1)[CH3:37] |f:0.1|. Procedure: 0.030 ml (1.1 equivalents) of 1,3-dimethylpropyleneurea and then 0.246 ml (1.1 equivalents) of 1.06M lithium bis(trimethylsilyl)amide in tetrahydrofuran are added at ambient temperature to 80 mg (0.22 mmol) of methyl 3-methylene-5-(phenylsulfonyl)-2,3,4,5-tetrahydro-1-benzoxepin-7-carboxylate, prepared according to example 1, in solution in 2.2 ml of tetrahydrofuran. The reaction medium then assumes a dark yellow color. After stirring for 15 minutes, 0.0185 ml (1.1 equivalents) of ethyl bromide ... Starting materials: CCO, C=CCc1cc([N+](=O)[O-])c(CO)cc1OC, [Cl-], [Fe], [NH4+], O. The product is C=CCc1cc(N)c(CO)cc1OC. As a reaction SMILES: [CH2:21]([OH:22])[CH3:23].[CH3:1][O:2][c:3]1[cH:4][c:5]([CH2:6][OH:7])[c:8]([N+:14]([O-:15])=[O:16])[cH:9][c:10]1[CH2:11][CH:12]=[CH2:13].[Cl-:17].[Fe:19].[NH4+:18].[OH2:20]>>[CH3:1][O:2][c:3]1[cH:4][c:5]([CH2:6][OH:7])[c:8]([NH2:14])[cH:9][c:10]1[CH2:11][CH:12]=[CH2:13]. Reactants: CCN(C(C)C)C(C)C, O=C1Nc2ccc([N+](=O)[O-])cc2C1=C(Cl)c1ccc(Br)cc1, Nc1ccc(CN2CCCC2)cc1, CN(C)C=O, O. The product is O=C1Nc2ccc([N+](=O)[O-])cc2C1=C(Nc1ccc(CN2CCCC2)cc1)c1ccc(Br)cc1. Reaction SMILES: [CH:36]([N:37]([CH2:38][CH3:39])[CH:40]([CH3:41])[CH3:42])([CH3:43])[CH3:44].[Cl:1][C:2]([c:3]1[cH:4][cH:5][c:6]([Br:9])[cH:7][cH:8]1)=[C:10]1[C:11](=[O:22])[NH:12][c:13]2[cH:14][cH:15][c:16]([N+:19](=[O:20])[O-:21])[cH:17][c:18]21.[N:23]1([CH2:28][c:29]2[cH:30][cH:31][c:32]([NH2:33])[cH:34][cH:35]2)[CH2:24][CH2:25][CH2:26][CH2:27]1.[O:46]=[CH:47][N:48]([CH3:49])[CH3:50].[OH2:45]>>[C:2]([c:3]1[cH:4][cH:5][c:6]([Br:9])[cH:7][cH:8]1)(=[C:10]1[C:11](=[O:22])[NH:12][c:13]2[cH:14][cH:15][c:16]([N+:19](=[O:20])[O-:21])[cH:17][c:18]21)[NH:33][c:32]1[cH:31][cH:30][c:29]([CH2:28][N:23]2[CH2:24][CH2:25][CH2:26][CH2:27]2)[cH:35][cH:34]1.